From a dataset of the Open Reaction Database (ORD), a public repository of structured organic reaction records. describe an organic reaction: reactants, conditions, products, and yield Reactants: OCC=Cc1ccc(Br)cc1, CC(C)(C)[Si](C)(C)Cl, ClCCl, Cl, c1c[nH]cn1. RXN SMILES: [Br:9][c:10]1[cH:11][cH:12][c:13]([CH:16]=[CH:17][CH2:18][OH:19])[cH:14][cH:15]1.[C:1]([CH3:2])([CH3:3])([CH3:4])[Si:5]([CH3:6])([CH3:7])[Cl:8].[Cl:25][CH2:26][Cl:27].[ClH:28].[nH:20]1[cH:21][cH:22][n:23][cH:24]1>>[C:1]([CH3:2])([CH3:3])([CH3:4])[Si:5]([CH3:6])([CH3:7])[O:19][CH2:18][CH:17]=[CH:16][c:13]1[cH:12][cH:11][c:10]([Br:9])[cH:15][cH:14]1. Yields the product CC(C)(C)[Si](C)(C)OCC=Cc1ccc(Br)cc1. The reactants are C(C1=CC=CC=C1)N1CCC(CC1)N1N=C(C=2C1=NC=NC2Cl)Br (1-(1-benzyl-4-piperidinyl)-3-bromo-4-chloro-1H-pyrazolo[3,4-d]pyrimidine), C(C1=CC=CC=C1)N1CCC(CC1)N1N=C(C=2C1=NC=NC2Cl)Br (1-(1-benzyl-4-piperidinyl)-3-bromo-4-chloro-1H-pyrazolo[3,4-d]pyrimidine), [OH-].[NH4+] (ammonium hydroxide). Run in O1CCOCC1 (dioxane). Run at temperature 120 celsius. Product: C(C1=CC=CC=C1)N1CCC(CC1)N1N=C(C=2C1=NC=NC2N)Br (1-(1-benzyl-4-piperidinyl)-3-bromo-1H-pyrazolo[3,4-d]pyrimidin-4-amine). RXN SMILES: [CH2:1]([N:8]1[CH2:13][CH2:12][CH:11]([N:14]2[C:18]3=[N:19][CH:20]=[N:21][C:22](Cl)=[C:17]3[C:16]([Br:24])=[N:15]2)[CH2:10][CH2:9]1)[C:2]1[CH:7]=[CH:6][CH:5]=[CH:4][CH:3]=1.[OH-].[NH4+:26]>O1CCOCC1>[CH2:1]([N:8]1[CH2:13][CH2:12][CH:11]([N:14]2[C:18]3=[N:19][CH:20]=[N:21][C:22]([NH2:26])=[C:17]3[C:16]([Br:24])=[N:15]2)[CH2:10][CH2:9]1)[C:2]1[CH:7]=[CH:6][CH:5]=[CH:4][CH:3]=1 |f:1.2|. Procedure details: 1-(1-benzyl-4-piperidinyl)-3-bromo-4-chloro-1H-pyrazolo[3,4-d]pyrimidine (Intermediate C) (9 g, 61% purity) was mixed with dioxane (100 ml) and ammonium hydroxide (100 ml) in a pressure vessel. The mixture was heated to 120° C. overnight. Solvent was removed and the residue was purified via flash column chromatography using ethyl acetate as the mobile phase to give 1-(1-benzyl-4-piperidinyl)-3-bromo-1H-pyrazolo[3,4-d]pyrimidin-4-amine. 1H NMR (CDCl3) 1.94 (d, J=11.23 Hz, 2H), 2.21(m, 2H), 2.35 (... Reaction conditions: time 22 hour. The reagents and catalysts are C1CCC2=NCCCN2CC1 (DBU 24), CS(=O)(=O)O[Pd]1(<-P(C2=CC=CC=C2)(C2=CC=CC=C2)C2=C(C3=C(P(C4=CC=CC=C4)C4=CC=CC=C4)C=CC4=C3C=CC=C4)C3=C(C=CC=C3)C=C2)<-NC2=C(C=CC=C2)C2=CC=CC=C21 (BINAP Pd G3 30). Procedure details: The Mosquito was used to combine the source plate solutions by multi-aspiration of 250 nL of each of the four reaction components and then to dose the resulting reaction mixture (1 uL) into a 1536-well plate Reactants: Brc1cccnc1 (bromide 22), NC(=O)c1ccccc1 (amide S4). The solvent is CS(C)=O (DMSO), CS(C)=O (DMSO), CS(C)=O (DMSO), CS(C)=O (DMSO). The product is O=C(Nc1cccnc1)c1ccccc1, Brc1cccnc1, NC(=O)c1ccccc1, c1ccc(-c2ccccc2)cc1 (biphenyl). Starting materials: O=C(n1ccnc1)n1ccnc1, Cn1c(=O)n(C2CCNCC2)c2cccnc21, NC1CCC(c2cccc(F)c2F)Cn2c1nnc2C1(C(F)(F)F)CC1, C1CCOC1. Yields the product Cn1c(=O)n(C2CCN(C(=O)NC3CCC(c4cccc(F)c4F)Cn4c3nnc4C3(C(F)(F)F)CC3)CC2)c2cccnc21. As a reaction SMILES: [C:1](=[O:2])([n:3]1[cH:4][cH:5][n:6][cH:7]1)[n:8]1[cH:9][cH:10][n:11][cH:12]1.[CH3:39][n:40]1[c:41](=[O:55])[n:42]([CH:49]2[CH2:50][CH2:51][NH:52][CH2:53][CH2:54]2)[c:43]2[c:44]1[n:45][cH:46][cH:47][cH:48]2.[F:13][c:14]1[c:15]([CH:21]2[CH2:22][CH2:23][CH:24]([NH2:38])[c:25]3[n:26]([c:28]([C:31]4([C:34]([F:35])([F:36])[F:37])[CH2:32][CH2:33]4)[n:29][n:30]3)[CH2:27]2)[cH:16][cH:17][cH:18][c:19]1[F:20].[O:56]1[CH2:57][CH2:58][CH2:59][CH2:60]1>>[C:1](=[O:2])([NH:38][CH:24]1[CH2:23][CH2:22][CH:21]([c:15]2[c:14]([F:13])[c:19]([F:20])[cH:18][cH:17][cH:16]2)[CH2:27][n:26]2[c:25]1[n:30][n:29][c:28]2[C:31]1([C:34]([F:35])([F:36])[F:37])[CH2:32][CH2:33]1)[N:52]1[CH2:51][CH2:50][CH:49]([n:42]2[c:41](=[O:55])[n:40]([CH3:39])[c:44]3[c:43]2[cH:48][cH:47][cH:46][n:45]3)[CH2:54][CH2:53]1. The reactants are C(=O)C=1C(=NC(=NC1)SC)NC1=CC(=CC=C1)CCO (5-formyl-4-[3-(2-hydroxyethyl)phenyl]amino-2-methylthiopyrimidine), BrC1=C(N)C=CC=C1 (2-bromoaniline), O (water), [H-].[Al+3].[Li+].[H-].[H-].[H-] (lithium aluminium hydride), solution. Reagents/catalysts: O.C1(=CC=C(C=C1)S(=O)(=O)O)C (4-toluenesulfonic acid monohydrate). The solvent is C1(=CC=CC=C1)C (toluene), O1CCCC1 (tetrahydrofuran), O1CCCC1 (tetrahydrofuran). Yields the product BrC1=C(NCC=2C(=NC(=NC2)SC)NC2=CC(=CC=C2)CCO)C=CC=C1 (5-(2-bromoanilino)methyl-4-[3-(2-hydroxyethyl)phenyl]amino-2-methylthiopyrimidine). Isolated yield 90.9%. RXN SMILES: [CH:1]([C:3]1[C:4]([NH:11][C:12]2[CH:17]=[CH:16][CH:15]=[C:14]([CH2:18][CH2:19][OH:20])[CH:13]=2)=[N:5][C:6]([S:9][CH3:10])=[N:7][CH:8]=1)=O.[Br:21][C:22]1[CH:28]=[CH:27][CH:26]=[CH:25][C:23]=1[NH2:24].O.[H-].[Al+3].[Li+].[H-].[H-].[H-]>C1(C)C=CC=CC=1.O1CCCC1.O.C1(C)C=CC(S(O)(=O)=O)=CC=1>[Br:21][C:22]1[CH:28]=[CH:27][CH:26]=[CH:25][C:23]=1[NH:24][CH2:1][C:3]1[C:4]([NH:11][C:12]2[CH:17]=[CH:16][CH:15]=[C:14]([CH2:18][CH2:19][OH:20])[CH:13]=2)=[N:5][C:6]([S:9][CH3:10])=[N:7][CH:8]=1 |f:3.4.5.6.7.8,11.12|. Reported procedure: A solution of 2.5 g (8.65 mmol) of 5-formyl-4-[3-(2-hydroxyethyl)phenyl]amino-2-methylthiopyrimidine in 120 ml of toluene was treated with 1.5 g (9.3 mmol) of 2-bromoaniline and 100 mg (0.5 mmol) of 4-toluenesulfonic acid monohydrate and then heated at reflux with azeotropic removal of water for 1 hour. The cooled mixture was evaporated and the residue was dissolved in 4 ml of tetrahydrofuran. The solution obtained was added dropwise to a solution of 9 ml (9 mmol) of lithium aluminium hydride (a... Reactants: BrC1=C2C(=NC=C1Cl)NC=C2 (4-bromo-5-chloro-1H-pyrrolo[2,3-b]pyridine), C1(CCCC1)N (cyclopentylamine). Run at temperature 110 celsius. The product is ClC1=C(C2=C(N=C1)NC=C2)NC2CCCC2 (5-chloro-N-cyclopentyl-1H-pyrrolo[2,3-b]pyridin-4-amine). RXN SMILES: Br[C:2]1[C:7]([Cl:8])=[CH:6][N:5]=[C:4]2[NH:9][CH:10]=[CH:11][C:3]=12.[CH:12]1([NH2:17])[CH2:16][CH2:15][CH2:14][CH2:13]1>>[Cl:8][C:7]1[CH:6]=[N:5][C:4]2[NH:9][CH:10]=[CH:11][C:3]=2[C:2]=1[NH:17][CH:12]1[CH2:16][CH2:15][CH2:14][CH2:13]1. Procedure details: To 4-bromo-5-chloro-1H-pyrrolo[2,3-b]pyridine (D) was added cyclopentylamine (0.5 mL) in a sealed tube. The mixture was heated to 110° C. for 24-48 h. The mixture was concentrated. Preparative HPLC provided 5-chloro-N-cyclopentyl-1H-pyrrolo[2,3-b]pyridin-4-amine (127)(7.4 mg) as the TFA salt.